From a dataset of the Open Reaction Database (ORD), a public repository of structured organic reaction records. describe an organic reaction: reactants, conditions, products, and yield Yields the product C(C)(C)(C)OC(C(=CNC1=C(C=C(C(=C1)OCC)[N+](=O)[O-])C(=O)OC)C#N)=O (2-Cyano-3-(5′-ethoxy-2′-methoxycarbonyl-4′-nitrophenyl)amino-2-propenoic acid t-butyl ester). Procedure details: A 3-L round-bottomed flask under N2 equipped with an overhead stirrer, a condenser and a thermocouple is charged with 2-[[(dimethylamino)methylene]amino]-4-ethoxy-5-nitrobenzoic acid, methyl ester (68 g, 230 mmol), t-butanol (500 mL) followed by t-butylcyanoacetate (65 g, 460 mmol). The reaction mixture is heated to reflux. After 4 hours the reaction is cooled to room temperature and the suspension is filtered. The filter cake is washed with heptane (2×100 mL) and dried under vacuum (50 mm Hg) a... As a reaction SMILES: CN([CH:4]=[N:5][C:6]1[CH:15]=[C:14]([O:16][CH2:17][CH3:18])[C:13]([N+:19]([O-:21])=[O:20])=[CH:12][C:7]=1[C:8]([O:10][CH3:11])=[O:9])C.[C:22]([O:26][C:27](=[O:31])[CH2:28][C:29]#[N:30])([CH3:25])([CH3:24])[CH3:23]>C(O)(C)(C)C>[C:22]([O:26][C:27](=[O:31])[C:28]([C:29]#[N:30])=[CH:4][NH:5][C:6]1[CH:15]=[C:14]([O:16][CH2:17][CH3:18])[C:13]([N+:19]([O-:21])=[O:20])=[CH:12][C:7]=1[C:8]([O:10][CH3:11])=[O:9])([CH3:25])([CH3:24])[CH3:23]. The reactants are CN(C)C=NC1=C(C(=O)OC)C=C(C(=C1)OCC)[N+](=O)[O-] (2-[[(dimethylamino)methylene]amino]-4-ethoxy-5-nitrobenzoic acid, methyl ester), C(C)(C)(C)OC(CC#N)=O (t-butylcyanoacetate). The solvent is C(C)(C)(C)O (t-butanol). Yield: 92.2%. Starting materials: ClCCl, O, CC(=O)N1CCC(O)(c2ccc3c(ccn3[Si](C(C)C)(C(C)C)C(C)C)c2)CC1, Cc1ccc(S(=O)(=O)[O-])cc1, c1cc[nH+]cc1. Product: CC(=O)N1CC=C(c2ccc3c(ccn3[Si](C(C)C)(C(C)C)C(C)C)c2)CC1. Reaction SMILES: [Cl:48][CH2:49][Cl:50].[OH2:47].[OH:1][C:2]1([c:11]2[cH:12][c:13]3[cH:14][cH:15][n:16]([Si:20]([CH:21]([CH3:22])[CH3:23])([CH:24]([CH3:25])[CH3:26])[CH:27]([CH3:28])[CH3:29])[c:17]3[cH:18][cH:19]2)[CH2:3][CH2:4][N:5]([C:8]([CH3:9])=[O:10])[CH2:6][CH2:7]1.[c:30]1([CH3:31])[cH:32][cH:33][c:34]([S:35]([O-:36])(=[O:37])=[O:38])[cH:39][cH:40]1.[nH+:41]1[cH:42][cH:43][cH:44][cH:45][cH:46]1>>[C:2]1([c:11]2[cH:12][c:13]3[cH:14][cH:15][n:16]([Si:20]([CH:21]([CH3:22])[CH3:23])([CH:24]([CH3:25])[CH3:26])[CH:27]([CH3:28])[CH3:29])[c:17]3[cH:18][cH:19]2)=[CH:3][CH2:4][N:5]([C:8]([CH3:9])=[O:10])[CH2:6][CH2:7]1. Starting materials: ethanolic solution, Cl (hydrochloric acid), C(=O)(O)C1CCN(CC1)C1=NC2=CC=C(C=C2C(=N1)NCC1=CC2=C(C=C1)OCO2)Cl (2-(4-carboxypiperidino)-4-(3,4-methylenedioxybenzyl)amino-6-chloroquinazoline). The solvent is O1CCCC1 (tetrahydrofuran), C(C)O (ethanol). The product is Cl.C(=O)(O)C1CCN(CC1)C1=NC2=CC=C(C=C2C(=N1)NCC1=CC2=C(C=C1)OCO2)Cl (2-(4-Carboxypiperidino)-4-(3,4-methylenedioxybenzyl)amino-6-chloroquinazoline hydrochloride). Isolated yield 172.6%. RXN SMILES: [C:1]([CH:4]1[CH2:9][CH2:8][N:7]([C:10]2[N:19]=[C:18]([NH:20][CH2:21][C:22]3[CH:27]=[CH:26][C:25]4[O:28][CH2:29][O:30][C:24]=4[CH:23]=3)[C:17]3[C:12](=[CH:13][CH:14]=[C:15]([Cl:31])[CH:16]=3)[N:11]=2)[CH2:6][CH2:5]1)([OH:3])=[O:2].Cl>O1CCCC1.C(O)C>[ClH:31].[C:1]([CH:4]1[CH2:9][CH2:8][N:7]([C:10]2[N:19]=[C:18]([NH:20][CH2:21][C:22]3[CH:27]=[CH:26][C:25]4[O:28][CH2:29][O:30][C:24]=4[CH:23]=3)[C:17]3[C:12](=[CH:13][CH:14]=[C:15]([Cl:31])[CH:16]=3)[N:11]=2)[CH2:6][CH2:5]1)([OH:3])=[O:2] |f:4.5|. Reported procedure: 2.00 g (4.54 mmol) of the 2-(4-carboxypiperidino)-4-(3,4-methylenedioxybenzyl)amino-6-chloroquinazoline prepared in Example 222 was dissolved in a mixture comprising 25 ml of tetrahydrofuran and 25 ml of ethanol under heating, followed by the dropwise addition of 1.0 ml of an 8M ethanolic solution of hydrochloric acid. The obtained mixture was cooled by allowing to stand to precipitate crystals. The crystals were recovered by filtration, washed with tetrahydrofuran, and air-dried to give 1.87 g ... The reactants are FC1=C(C=CC(=C1)F)C1=CC(=C(C=C1)O)C(=O)O (2′,4′-difluoro-4-hydroxybiphenyl-3-carboxylic acid), C(C)O (ethanol). Run in S(O)(O)(=O)=O (sulfuric acid). Run at temperature 80 celsius, time 18 hour. Product: FC1=C(C=CC(=C1)F)C1=CC(=C(C=C1)O)C(=O)OCC (ethyl 2′,4′-difluoro-4-hydroxybiphenyl-3-carboxylate). As a reaction SMILES: [F:1][C:2]1[CH:7]=[C:6]([F:8])[CH:5]=[CH:4][C:3]=1[C:9]1[CH:14]=[CH:13][C:12]([OH:15])=[C:11]([C:16]([OH:18])=[O:17])[CH:10]=1.[CH2:19](O)[CH3:20]>S(=O)(=O)(O)O>[F:1][C:2]1[CH:7]=[C:6]([F:8])[CH:5]=[CH:4][C:3]=1[C:9]1[CH:14]=[CH:13][C:12]([OH:15])=[C:11]([C:16]([O:18][CH2:19][CH3:20])=[O:17])[CH:10]=1. Procedure: The 2′,4′-difluoro-4-hydroxybiphenyl-3-carboxylic acid (1.0 g, 4.0 mmol) was dissolved in ethanol (30 mL) and sulfuric acid (8 mL). The solution was stirred (80° C., 18 h) and then concentrated. The residue was dissolved in ethyl acetate and washed with water, brine and dried over MgSO4. Solvent evaporation afforded 1.0 g of ethyl 2′,4′-difluoro-4-hydroxybiphenyl-3-carboxylate. Mass calculated for C15H12F2O3=278.25. found: [M+H]+=279.1. Reactants: ClCCl, [Na+], [OH-], OCCC(c1ccccc1)c1ccccc1. The product is O=CCC(c1ccccc1)c1ccccc1. RXN SMILES: [Cl:19][CH2:20][Cl:21].[Na+:18].[OH-:17].[c:1]1([CH:7]([CH2:8][CH2:9][OH:10])[c:11]2[cH:12][cH:13][cH:14][cH:15][cH:16]2)[cH:2][cH:3][cH:4][cH:5][cH:6]1>>[c:1]1([CH:7]([CH2:8][CH:9]=[O:10])[c:11]2[cH:12][cH:13][cH:14][cH:15][cH:16]2)[cH:2][cH:3][cH:4][cH:5][cH:6]1. Starting materials: CCCCCCCCC=CCCCCCCCC(=O)O, CO, [Cl-], CC1CC2C3CCC4=CC(=O)C=CC4(C)C3(F)C(O)CC2(C)C1(O)C(=O)CO, C1COCCO1, c1ccncc1. Yields the product CCCCCCCCC=CCCCCCCCC(=O)OCC(=O)C1(O)C(C)CC2C3CCC4=CC(=O)C=CC4(C)C3(F)C(O)CC21C. As a reaction SMILES: [C:30]([CH2:31][CH2:32][CH2:33][CH2:34][CH2:35][CH2:36][CH2:37][CH:38]=[CH:39][CH2:40][CH2:41][CH2:42][CH2:43][CH2:44][CH2:45][CH2:46][CH3:47])(=[O:48])[OH:49].[CH3:50][OH:51].[Cl-:29].[F:1][C:2]12[C:3]3([CH3:28])[CH:4]=[CH:5][C:6](=[O:27])[CH:7]=[C:8]3[CH2:9][CH2:10][CH:11]1[CH:12]1[CH2:13][CH:14]([CH3:26])[C:15]([C:16]([CH2:17][OH:18])=[O:19])([OH:25])[C:20]1([CH3:24])[CH2:21][CH:22]2[OH:23].[O:52]1[CH2:53][CH2:54][O:55][CH2:56][CH2:57]1.[cH:58]1[cH:59][cH:60][n:61][cH:62][cH:63]1>>[F:1][C:2]12[C:3]3([CH3:28])[CH:4]=[CH:5][C:6](=[O:27])[CH:7]=[C:8]3[CH2:9][CH2:10][CH:11]1[CH:12]1[CH2:13][CH:14]([CH3:26])[C:15]([C:16]([CH2:17][O:18][C:30]([CH2:31][CH2:32][CH2:33][CH2:34][CH2:35][CH2:36][CH2:37][CH:38]=[CH:39][CH2:40][CH2:41][CH2:42][CH2:43][CH2:44][CH2:45][CH2:46][CH3:47])=[O:48])=[O:19])([OH:25])[C:20]1([CH3:24])[CH2:21][CH:22]2[OH:23]. Starting materials: CC(NC(=O)Cc1cc(F)cc(F)c1)C(=O)NCC(=O)O, OCCCc1ccccc1. Product: CC(NC(=O)Cc1cc(F)cc(F)c1)C(=O)NCC(=O)OCCCc1ccccc1. RXN SMILES: [F:1][c:2]1[cH:3][c:4]([CH2:9][C:10](=[O:11])[NH:12][CH:13]([CH3:14])[C:15](=[O:16])[NH:17][CH2:18][C:19](=[O:20])[OH:21])[cH:5][c:6]([F:8])[cH:7]1.[c:22]1([CH2:28][CH2:29][CH2:30][OH:31])[cH:23][cH:24][cH:25][cH:26][cH:27]1>>[F:1][c:2]1[cH:3][c:4]([CH2:9][C:10](=[O:11])[NH:12][CH:13]([CH3:14])[C:15](=[O:16])[NH:17][CH2:18][C:19]([O:20][CH2:30][CH2:29][CH2:28][c:22]2[cH:23][cH:24][cH:25][cH:26][cH:27]2)=[O:21])[cH:5][c:6]([F:8])[cH:7]1. The reactants are C=CCN(C)CCCCCc1ccc2[nH]ccc2c1, Fc1ccc(C(F)(F)F)cc1. The product is C=CCN(C)CCCCCc1ccc2c(ccn2-c2ccc(C(F)(F)F)cc2)c1. As a reaction SMILES: [CH2:1]([CH:2]=[CH2:3])[N:4]([CH3:5])[CH2:6][CH2:7][CH2:8][CH2:9][CH2:10][c:11]1[cH:12][c:13]2[cH:14][cH:15][nH:16][c:17]2[cH:18][cH:19]1.[F:20][c:21]1[cH:22][cH:23][c:24]([C:27]([F:28])([F:29])[F:30])[cH:25][cH:26]1>>[CH2:1]([CH:2]=[CH2:3])[N:4]([CH3:5])[CH2:6][CH2:7][CH2:8][CH2:9][CH2:10][c:11]1[cH:12][c:13]2[cH:14][cH:15][n:16](-[c:21]3[cH:22][cH:23][c:24]([C:27]([F:28])([F:29])[F:30])[cH:25][cH:26]3)[c:17]2[cH:18][cH:19]1.